Task: describe an organic reaction: reactants, conditions, products, and yield. Dataset: the Open Reaction Database (ORD), a public repository of structured organic reaction records Reactants: C(C1=CC=CC=C1)OCCl (chloromethyl benzyl ether), CCCC(C)C1(C(=O)NC(=O)[N-]C1=O)CC=C.[Na+] (Sodium secobarbital), ice water. Run in CN(C=O)C (dimethylformamide). Product: C(C1=CC=CC=C1)OCN1C(=O)N(C(=O)C(C1=O)(C(C)CCC)CC=C)COCC1=CC=CC=C1 (1,3-dibenzyloxymethyl-5-allyl-5-(2-pentyl) barbituric acid). Reaction SMILES: [CH3:1][CH2:2][CH2:3][CH:4]([C:6]1([CH2:15][CH:16]=[CH2:17])[C:13](=[O:14])[N-:12][C:10](=[O:11])[NH:9][C:7]1=[O:8])[CH3:5].[Na+].[CH2:19]([O:26][CH2:27]Cl)[C:20]1[CH:25]=[CH:24][CH:23]=[CH:22][CH:21]=1>CN(C)C=O>[CH2:19]([O:26][CH2:27][N:9]1[C:7](=[O:8])[C:6]([CH2:15][CH:16]=[CH2:17])([CH:4]([CH2:3][CH2:2][CH3:1])[CH3:5])[C:13](=[O:14])[N:12]([CH2:27][O:26][CH2:19][C:20]2[CH:25]=[CH:24][CH:23]=[CH:22][CH:21]=2)[C:10]1=[O:11])[C:20]1[CH:25]=[CH:24][CH:23]=[CH:22][CH:21]=1 |f:0.1|. Procedure details: Sodium secobarbital (25.5 g.) was dissolved in 250 ml of hot dimethylformamide. The solution was vigorously stirred and allowed to cool to room temperature to provide a fine suspension. To the suspension was added chloromethyl benzyl ether (16.5 g.) over a period of 10 minutes. The reaction mixture was stirred overnight and poured into 500 ml of ice water; the mixture was stirred for 1 hour and was extracted into methylene chloride. The methylene chloride solution was dried and the methylene chl... Reactants: CC(C)(CO[Si](c1ccccc1)(c1ccccc1)C(C)(C)C)c1ncc(-c2cccc([N+](=O)[O-])c2)s1, CCOC(C)=O, ClCCl. The product is CC(C)(CO[Si](c1ccccc1)(c1ccccc1)C(C)(C)C)c1ncc(-c2cccc(N)c2)s1. Reaction SMILES: [C:1]([CH3:2])([CH3:3])([CH3:4])[Si:5]([O:6][CH2:7][C:8]([CH3:9])([CH3:10])[c:11]1[s:12][c:13](-[c:16]2[cH:17][c:18]([N+:22]([O-:23])=[O:24])[cH:19][cH:20][cH:21]2)[cH:14][n:15]1)([c:25]1[cH:26][cH:27][cH:28][cH:29][cH:30]1)[c:31]1[cH:32][cH:33][cH:34][cH:35][cH:36]1.[CH3:40][CH2:41][O:42][C:43](=[O:44])[CH3:45].[Cl:37][CH2:38][Cl:39]>>[C:1]([CH3:2])([CH3:3])([CH3:4])[Si:5]([O:6][CH2:7][C:8]([CH3:9])([CH3:10])[c:11]1[s:12][c:13](-[c:16]2[cH:17][c:18]([NH2:22])[cH:19][cH:20][cH:21]2)[cH:14][n:15]1)([c:25]1[cH:26][cH:27][cH:28][cH:29][cH:30]1)[c:31]1[cH:32][cH:33][cH:34][cH:35][cH:36]1. Product: CC(C(=O)OCC)(C)OC1=C(C=CC=C1)N1CCN(CC1)CCCCOC1=CC2=C(OCC(N2)=O)C=C1 (Ethyl 2-methyl-2-(2-(4-(4-(3-oxo-3,4-dihydro-2H-benzo[b][1,4]oxazin-6-yloxy)butyl)piperazin-1-yl)phenoxy)propanoate). Procedure: The compound 17c was synthesized from 16c following the same protocol described for the synthesis of compound 17a. Yellow oil (0.13 g, 50%). 1H NMR (400 MHz, CDCl3): δ 1.24 (t, J=7.6 Hz, 3H); 1.58 (s, 6H); 1.70-1.78 (m, 4H); 2.48 (t, J=7.6 Hz, 2H); 2.65 (br s, 4H); 3.12 (br s, 4H); 3.90 (t, J=6.0 Hz, 2H); 4.24 (q, J=7.6 Hz, 2H); 4.53 (s, 2H); 6.40 (d, J=2.8 Hz, 1H); 6.48 (dd, J=2.8 Hz; 8.8 Hz, 1H); 6.78-6.97 (m, 5H); 9.21 (br s, 1H). MS (ESI): m/z=512.3 (M+H). RXN SMILES: [CH2:1]([O:3][C:4](=[O:42])[C:5]([O:8][C:9]1[CH:14]=[CH:13][CH:12]=[CH:11][C:10]=1[N:15]1[CH2:20][CH2:19][N:18]([CH2:21][CH2:22][CH2:23][CH2:24][O:25][C:26]2[CH:31]=[CH:30][C:29]([O:32][CH2:33][C:34](OCC)=[O:35])=[C:28]([N+:39]([O-])=O)[CH:27]=2)[CH2:17][CH2:16]1)([CH3:7])[CH3:6])[CH3:2].O=C1COC2C=CC(OCCCCN3CCN(C4C=CC=CC=4OCCCC(OCC)=O)CC3)=CC=2N1>>[CH3:6][C:5]([O:8][C:9]1[CH:14]=[CH:13][CH:12]=[CH:11][C:10]=1[N:15]1[CH2:20][CH2:19][N:18]([CH2:21][CH2:22][CH2:23][CH2:24][O:25][C:26]2[CH:31]=[CH:30][C:29]3[O:32][CH2:33][C:34](=[O:35])[NH:39][C:28]=3[CH:27]=2)[CH2:17][CH2:16]1)([CH3:7])[C:4]([O:3][CH2:1][CH3:2])=[O:42]. Starting materials: C(C)OC(C(C)(C)OC1=C(C=CC=C1)N1CCN(CC1)CCCCOC1=CC(=C(C=C1)OCC(=O)OCC)[N+](=O)[O-])=O (Ethyl2-(2-(4-(4-(4-(2-ethoxy-2-oxoethoxy)-3-nitrophenoxy)butyl)piperazin-1-yl)phenoxy)-2-methylpropanoate), O=C1NC2=C(OC1)C=CC(=C2)OCCCCN2CCN(CC2)C2=C(OCCCC(=O)OCC)C=CC=C2 (Ethyl 4-(2-(4-(4-(3-oxo-3,4-dihydro-2H-benzo[b][1,4]oxazin-6-yloxy)butyl)piperazin-1-yl)phenoxy)butanoate), oil.